This data is from the Open Reaction Database (ORD), a public repository of structured organic reaction records. The task is: describe an organic reaction: reactants, conditions, products, and yield Run at time 16 hour. Solvent: C(C)(=O)OCC (ethyl acetate), C(Cl)Cl (CH2Cl2). Reaction SMILES: [Cl:1][C:2]1[CH:7]=[CH:6][C:5]([S:8]([NH2:11])(=[O:10])=[O:9])=[CH:4][C:3]=1[N+:12]([O-:14])=[O:13].N[C:16]1[CH:21]=[CH:20][CH:19]=[CH:18][CH:17]=1.N1C=CC=CC=1>C(Cl)Cl.C(OCC)(=O)C>[Cl:1][C:2]1[CH:7]=[CH:6][C:5]([S:8]([NH:11][C:16]2[CH:21]=[CH:20][CH:19]=[CH:18][CH:17]=2)(=[O:9])=[O:10])=[CH:4][C:3]=1[N+:12]([O-:14])=[O:13]. Reactants: NC1=CC=CC=C1 (Aniline), ClC1=C(C=C(C=C1)S(=O)(=O)N)[N+](=O)[O-] (4-Chloro-3-nitrobenzenesulfonamide), N1=CC=CC=C1 (pyridine). The yield is 96.2%. Procedure: Two portions of 4-Chloro-3-nitrobenzenesulfonamide (1.73 g, 6.78 mmol) were dissolved in CH2Cl2 (7.0 mL) in reaction flasks. Aniline (757 mg, 8.13 mmol) was added drop-wise at room temperature, followed by slow additions of pyridine (2.0 mL). After 16 h of continued stirring, the reaction mixtures were diluted with ethyl acetate (50 mL) and washed with 1 M HCl (3×50 mL). The organic phases were dried (MgSO4) and evaporated to brown solids, which upon re-crystallization from ethanol/water gave of... Yields the product ClC1=C(C=C(C=C1)S(=O)(=O)NC1=CC=CC=C1)[N+](=O)[O-] (4-Chloro-3-nitro-N-phenyl-benzenesulfonamide). Reactants: C(C1=CC=CC=C1)N1C(NC(C1=O)(C)C)=O (3-benzyl-5,5-dimethylhydantoin), C([O-])([O-])=O.[K+].[K+] (potassium carbonate), C(C#C)Br (propargyl bromide), C(C)(=O)OCC.CCCCCC (ethyl acetate hexane). Yields the product C(C1=CC=CC=C1)N1C(N(C(C1=O)(C)C)CC#C)=O (3-benzyl-1-propargyl-5,5-dimethylhydantoin). Procedure: To a stirred solution of 3-benzyl-5,5-dimethylhydantoin (9.5 g, 43.6 mmole) in acetone (100 mL) at room temperature were added potassium carbonate (8.4 g, 60.9 mmole) and propargyl bromide (7.1 g of 80 % in toluene, 47.7 mmole). The reaction mixture was refluxed for 16 hr; cooled to room temperature and the solid was filtered off by suction-filtration. The filtrate was concentrated and the resultant residue was diluted with ethyl acetate and washed with water and brine. The organic layer was dri... Reaction SMILES: [CH2:1]([N:8]1[C:12](=[O:13])[C:11]([CH3:15])([CH3:14])[NH:10][C:9]1=[O:16])[C:2]1[CH:7]=[CH:6][CH:5]=[CH:4][CH:3]=1.C(=O)([O-])[O-].[K+].[K+].[CH2:23](Br)[C:24]#[CH:25].C(OCC)(=O)C.CCCCCC>CC(C)=O>[CH2:1]([N:8]1[C:12](=[O:13])[C:11]([CH3:14])([CH3:15])[N:10]([CH2:25][C:24]#[CH:23])[C:9]1=[O:16])[C:2]1[CH:3]=[CH:4][CH:5]=[CH:6][CH:7]=1 |f:1.2.3,5.6|. The yield is 49.2%. The solvent is CC(=O)C (acetone). The reactants are BrB(Br)Br, CCOC(=O)CC1Cc2ccc(OC)cc2Oc2ccccc21, CO, ClCCl. Yields the product CCOC(=O)CC1Cc2ccc(O)cc2Oc2ccccc21. Reaction SMILES: [B:24]([Br:25])([Br:26])[Br:27].[CH3:1][O:2][c:3]1[cH:4][cH:5][c:6]2[c:7]([cH:23]1)[O:8][c:9]1[c:10]([cH:19][cH:20][cH:21][cH:22]1)[CH:11]([CH2:13][C:14](=[O:15])[O:16][CH2:17][CH3:18])[CH2:12]2.[CH3:28][OH:29].[Cl:30][CH2:31][Cl:32]>>[OH:2][c:3]1[cH:4][cH:5][c:6]2[c:7]([cH:23]1)[O:8][c:9]1[c:10]([cH:19][cH:20][cH:21][cH:22]1)[CH:11]([CH2:13][C:14](=[O:15])[O:16][CH2:17][CH3:18])[CH2:12]2. Reactants: CC1CC(O)CC(C)(C)C1, CN(C)c1ccccn1, CN(C)C=O, C(=NC1CCCCC1)=NC1CCCCC1, CC(C)(Oc1ccc(CCNC(=O)c2ccc(Cl)cc2)cc1)C(=O)O. Product: CC1CC(OC(=O)C(C)(C)Oc2ccc(CCNC(=O)c3ccc(Cl)cc3)cc2)CC(C)(C)C1. RXN SMILES: [CH3:26][CH:27]1[CH2:28][CH:29]([OH:30])[CH2:31][C:32]([CH3:33])([CH3:34])[CH2:35]1.[CH3:36][N:37]([c:38]1[cH:39][cH:40][cH:41][cH:42][n:43]1)[CH3:44].[CH3:60][N:61]([CH3:62])[CH:63]=[O:64].[CH:45]1([N:46]=[C:47]=[N:48][CH:49]2[CH2:50][CH2:51][CH2:52][CH2:53][CH2:54]2)[CH2:55][CH2:56][CH2:57][CH2:58][CH2:59]1.[Cl:1][c:2]1[cH:3][cH:4][c:5]([C:6](=[O:7])[NH:8][CH2:9][CH2:10][c:11]2[cH:12][cH:13][c:14]([O:15][C:16]([C:17](=[O:18])[OH:19])([CH3:20])[CH3:21])[cH:22][cH:23]2)[cH:24][cH:25]1>>[Cl:1][c:2]1[cH:3][cH:4][c:5]([C:6](=[O:7])[NH:8][CH2:9][CH2:10][c:11]2[cH:12][cH:13][c:14]([O:15][C:16]([C:17](=[O:18])[O:19][CH:29]3[CH2:28][CH:27]([CH3:26])[CH2:35][C:32]([CH3:33])([CH3:34])[CH2:31]3)([CH3:20])[CH3:21])[cH:22][cH:23]2)[cH:24][cH:25]1. Reactants: C(C)(=O)O[C@H]1[C@@H](O[C@@H]([C@H]([C@@H]1OC(C)=O)OC(C)=O)COC(C)=O)OC1=NNC(=C1CC1=C(C=C(C=C1)OCCC(NC(C)(C)C(=O)O)=O)C)C(C)C (3-(2,3,4,6-tetra-O-acetyl-β-D-glucopyranosyloxy)-4-[(4-{2-[1-carboxy-1-(methyl)ethyl-carbamoyl]ethoxy}-2-methylphenyl)methyl]-5-isopropyl-1H-pyrazole), CN1CCNCC1 (1-methylpiperazine), NC(C(=O)N)(C)C (2-amino-2-methylpropionamide). The product is [C@@H]1([C@H](O)[C@@H](O)[C@H](O)[C@H](O1)CO)OC1=NNC(=C1CC1=C(C=C(C=C1)OCCC(NC(C)(C)C(=O)N1CCN(CC1)C)=O)C)C(C)C (3-(β-D-Glucopyranosyloxy)-5-isopropyl-4-{[4-(2-{1-[(4-methylpiperazin-1-yl)carbonyl]-1-(methyl)ethylcarbamoyl}-ethoxy)-2-methylphenyl]methyl}-1H-pyrazole). RXN SMILES: C([O:4][C@@H:5]1[C@@H:10]([O:11]C(=O)C)[C@H:9]([O:15]C(=O)C)[C@@H:8]([CH2:19][O:20]C(=O)C)[O:7][C@H:6]1[O:24][C:25]1[C:29]([CH2:30][C:31]2[CH:36]=[CH:35][C:34]([O:37][CH2:38][CH2:39][C:40](=[O:48])[NH:41][C:42]([C:45](O)=[O:46])([CH3:44])[CH3:43])=[CH:33][C:32]=2[CH3:49])=[C:28]([CH:50]([CH3:52])[CH3:51])[NH:27][N:26]=1)(=O)C.[CH3:53][N:54]1[CH2:59][CH2:58][NH:57][CH2:56][CH2:55]1.NC(C)(C)C(N)=O>>[C@@H:6]1([O:24][C:25]2[C:29]([CH2:30][C:31]3[CH:36]=[CH:35][C:34]([O:37][CH2:38][CH2:39][C:40](=[O:48])[NH:41][C:42]([C:45]([N:57]4[CH2:58][CH2:59][N:54]([CH3:53])[CH2:55][CH2:56]4)=[O:46])([CH3:43])[CH3:44])=[CH:33][C:32]=3[CH3:49])=[C:28]([CH:50]([CH3:51])[CH3:52])[NH:27][N:26]=2)[O:7][C@H:8]([CH2:19][OH:20])[C@@H:9]([OH:15])[C@H:10]([OH:11])[C@H:5]1[OH:4]. Reported procedure: The title compound was prepared in a similar manner to that described in Example 78 using 3-(2,3,4,6-tetra-O-acetyl-β-D-glucopyranosyloxy)-4-[(4-{2-[1-carboxy-1-(methyl)ethyl-carbamoyl]ethoxy}-2-methylphenyl)methyl]-5-isopropyl-1H-pyrazole and 1-methylpiperazine instead of 3-(2,3,4,6-tetra-O-acetyl-β-D-glucopyranosyloxy)-4-{[4-(2-carboxyethoxy)-2-methylphenyl]methyl}-5-isopropyl-1H-pyrazole and 2-amino-2-methylpropionamide, respectively. Reaction SMILES: [Al+3:2].[C:7](#[N:8])[c:9]1[cH:10][c:11]2[cH:12][c:13]([C:18](=[O:19])[O:20][CH2:21][CH3:22])[nH:14][c:15]2[cH:16][cH:17]1.[CH2:25]1[O:26][CH2:27][CH2:28][CH2:29]1.[CH3:23][OH:24].[H-:1].[H-:4].[H-:5].[H-:6].[Li+:3]>>[C:7](#[N:8])[c:9]1[cH:10][c:11]2[cH:12][c:13]([CH2:18][OH:19])[nH:14][c:15]2[cH:16][cH:17]1. Reactants: [Al+3], CCOC(=O)c1cc2cc(C#N)ccc2[nH]1, C1CCOC1, CO, [H-], [H-], [H-], [H-], [Li+]. Yields the product N#Cc1ccc2[nH]c(CO)cc2c1. The reactants are CO, CCOC(=O)N1CCC(Nc2cc(Cl)ccc2[N+](=O)[O-])CC1, [H][H]. Yields the product CCOC(=O)N1CCC(Nc2cc(Cl)ccc2N)CC1. As a reaction SMILES: [CH3:25][OH:26].[Cl:1][c:2]1[cH:3][cH:4][c:5]([N+:20]([O-:21])=[O:22])[c:6]([NH:8][CH:9]2[CH2:10][CH2:11][N:12]([C:15](=[O:16])[O:17][CH2:18][CH3:19])[CH2:13][CH2:14]2)[cH:7]1.[H:23][H:24]>>[Cl:1][c:2]1[cH:3][cH:4][c:5]([NH2:20])[c:6]([NH:8][CH:9]2[CH2:10][CH2:11][N:12]([C:15](=[O:16])[O:17][CH2:18][CH3:19])[CH2:13][CH2:14]2)[cH:7]1. Starting materials: CC(C)(C)OC(=O)C(=CCCCCc1ccccc1)COC(=O)c1ccccc1, CC(=O)O, CO, [K+], [K+], O=C([O-])[O-]. The product is CC(C)(C)OC(=O)C(=CCCCCc1ccccc1)CO. RXN SMILES: [C:1](=[O:2])([c:3]1[cH:4][cH:5][cH:6][cH:7][cH:8]1)[O:9][CH2:10][C:11](=[CH:12][CH2:13][CH2:14][CH2:15][CH2:16][c:17]1[cH:18][cH:19][cH:20][cH:21][cH:22]1)[C:23](=[O:24])[O:25][C:26]([CH3:27])([CH3:28])[CH3:29].[C:36]([OH:37])(=[O:38])[CH3:39].[CH3:40][OH:41].[K+:30].[K+:31].[O-:32][C:33]([O-:34])=[O:35]>>[OH:9][CH2:10][C:11](=[CH:12][CH2:13][CH2:14][CH2:15][CH2:16][c:17]1[cH:18][cH:19][cH:20][cH:21][cH:22]1)[C:23](=[O:24])[O:25][C:26]([CH3:27])([CH3:28])[CH3:29]. Starting materials: C(C)OP1(OCC2=C1C=CC=C2)=O (1-ethoxy-1,3-dihydro-2,1-benzoxaphosphole-1-oxide). Solvent: O (water). The product is OP1(OCC2=C1C=CC=C2)=O (1-hydroxy-1,3-dihydro-2,1-benzoxaphosphole-1-oxide). Yield: 99.9%. Reaction SMILES: C([O:3][P:4]1(=[O:13])[C:8]2[CH:9]=[CH:10][CH:11]=[CH:12][C:7]=2[CH2:6][O:5]1)C>O>[OH:13][P:4]1(=[O:3])[C:8]2[CH:9]=[CH:10][CH:11]=[CH:12][C:7]=2[CH2:6][O:5]1. Reported procedure: A mixture of 1-ethoxy-1,3-dihydro-2,1-benzoxaphosphole-1-oxide (4.0 g, 0.02 mole) in 15 ml. of water was heated on a steam bath for 1 hour. The reaction mixture was taken to dryness under vacuum and the residue recrystallized from acetone to yield 1-hydroxy-1,3-dihydro-2,1-benzoxaphosphole-1-oxide (3.4 g, 100% yield) as colorles crystals having a m.p. of 167° C. and the following analysis: The reactants are Fc1ccc(-n2ncc3c(Br)cccc32)cc1, [Cu]I, [I-], [Na+], C1COCCO1. Product: Fc1ccc(-n2ncc3c(I)cccc32)cc1. As a reaction SMILES: [Br:1][c:2]1[c:3]2[cH:4][n:5][n:6](-[c:11]3[cH:12][cH:13][c:14]([F:17])[cH:15][cH:16]3)[c:7]2[cH:8][cH:9][cH:10]1.[Cu:26][I:27].[I-:19].[Na+:18].[O:20]1[CH2:21][CH2:22][O:23][CH2:24][CH2:25]1>>[c:2]1([I:19])[c:3]2[cH:4][n:5][n:6](-[c:11]3[cH:12][cH:13][c:14]([F:17])[cH:15][cH:16]3)[c:7]2[cH:8][cH:9][cH:10]1.